Dataset: the Open Reaction Database (ORD), a public repository of structured organic reaction records. Task: describe an organic reaction: reactants, conditions, products, and yield Starting materials: ClC=1C=C(C=C(C1)Cl)C(CC(=O)C=1C=CC(=C(C#N)C1)N1N=CN=C1)(C(F)(F)F)O (5-(3-(3,5-dichlorophenyl)-4,4,4-trifluoro-3-hydroxybutanoyl)-2-(1H-1,2,4-triazol-1-yl)benzonitrile), S(=O)(Cl)Cl (thionyl chloride), N1=CC=CC=C1 (pyridine). Run in C1(=CC=CC=C1)C (toluene). Run at time 2 hour. Yields the product ClC=1C=C(C=C(C1)Cl)C(=CC(=O)C=1C=CC(=C(C#N)C1)N1N=CN=C1)C(F)(F)F (5-(3-(3,5-dichlorophenyl)-4,4,4-trifluoro-2-butenoyl)-2-(1H-1,2,4-triazol-1-yl)benzonitrile). The yield is 96.1%. Reaction SMILES: [Cl:1][C:2]1[CH:3]=[C:4]([C:9](O)([C:26]([F:29])([F:28])[F:27])[CH2:10][C:11]([C:13]2[CH:14]=[CH:15][C:16]([N:21]3[CH:25]=[N:24][CH:23]=[N:22]3)=[C:17]([CH:20]=2)[C:18]#[N:19])=[O:12])[CH:5]=[C:6]([Cl:8])[CH:7]=1.S(Cl)(Cl)=O.N1C=CC=CC=1>C1(C)C=CC=CC=1>[Cl:1][C:2]1[CH:3]=[C:4]([C:9]([C:26]([F:27])([F:29])[F:28])=[CH:10][C:11]([C:13]2[CH:14]=[CH:15][C:16]([N:21]3[CH:25]=[N:24][CH:23]=[N:22]3)=[C:17]([CH:20]=2)[C:18]#[N:19])=[O:12])[CH:5]=[C:6]([Cl:8])[CH:7]=1. Procedure details: After adding 3.00 g of toluene to 1.00 g (2.19 mmol) of 5-(3-(3,5-dichlorophenyl)-4,4,4-trifluoro-3-hydroxybutanoyl)-2-(1H-1,2,4-triazol-1-yl)benzonitrile, 0.52 g (4.39 mmol) of thionyl chloride and 0.35 g (4.39 mmol) of pyridine were added at 80° C., and stirred for 2 hours. The reaction solution was cooled to room temperature, and separated by adding 20 ml of ethyl acetate and 10 ml of water. After washing the ethyl acetate phase with an aqueous solution of 0.18 g of sodium hydroxide dissolved... Starting materials: CCOC(=O)CC1CCCn2c1cc1cc(OCc3ccc(C4CCCC4)c(C(F)(F)F)c3)ccc12, [Li+], C1COCCO1, [OH-]. Product: O=C(O)CC1CCCn2c1cc1cc(OCc3ccc(C4CCCC4)c(C(F)(F)F)c3)ccc12. As a reaction SMILES: [CH:1]1([c:6]2[c:7]([C:33]([F:34])([F:35])[F:36])[cH:8][c:9]([CH2:10][O:11][c:12]3[cH:13][c:14]4[cH:15][c:16]5[n:17]([c:18]4[cH:19][cH:20]3)[CH2:21][CH2:22][CH2:23][CH:24]5[CH2:25][C:26](=[O:27])[O:28][CH2:29][CH3:30])[cH:31][cH:32]2)[CH2:2][CH2:3][CH2:4][CH2:5]1.[Li+:38].[O:39]1[CH2:40][CH2:41][O:42][CH2:43][CH2:44]1.[OH-:37]>>[CH:1]1([c:6]2[c:7]([C:33]([F:34])([F:35])[F:36])[cH:8][c:9]([CH2:10][O:11][c:12]3[cH:13][c:14]4[cH:15][c:16]5[n:17]([c:18]4[cH:19][cH:20]3)[CH2:21][CH2:22][CH2:23][CH:24]5[CH2:25][C:26](=[O:27])[OH:28])[cH:31][cH:32]2)[CH2:2][CH2:3][CH2:4][CH2:5]1.